Dataset: the Open Reaction Database (ORD), a public repository of structured organic reaction records. Task: describe an organic reaction: reactants, conditions, products, and yield Starting materials: solution, [H-].C(C(C)C)[Al+]CC(C)C (diisobutylaluminium hydride), O (H2O), C(C)OC(=O)C1=CC2=C(OCC(CO2)(C)C)C=C1 (3,3-Dimethyl-3,4-dihydro-2H-benzo[b][1,4]dioxepine-7-carboxylic acid ethyl ester), Cl (HCl). Solvent: C1(=CC=CC=C1)C (toluene), C1CCOC1 (THF). Run at time 1 hour. The product is CC1(COC2=C(OC1)C=CC(=C2)CO)C ((3,3-Dimethyl-3,4-dihydro-2H-benzo[b][1,4]dioxepin-7-yl)-methanol). Isolated yield 96.8%. As a reaction SMILES: C([O:3][C:4]([C:6]1[CH:18]=[CH:17][C:9]2[O:10][CH2:11][C:12]([CH3:16])([CH3:15])[CH2:13][O:14][C:8]=2[CH:7]=1)=O)C.[H-].C([Al+]CC(C)C)C(C)C.O.Cl>C1COCC1.C1(C)C=CC=CC=1>[CH3:15][C:12]1([CH3:16])[CH2:11][O:10][C:9]2[CH:17]=[CH:18][C:6]([CH2:4][OH:3])=[CH:7][C:8]=2[O:14][CH2:13]1 |f:1.2|. Procedure: 3,3-Dimethyl-3,4-dihydro-2H-benzo[b][1,4]dioxepine-7-carboxylic acid ethyl ester (30) (9.00 g) is dissolved in THF (150 ml) and a 1.5 M solution of diisobutylaluminium hydride in toluene (120 ml) is slowly added. The resulting reaction mixture is stirred 1 h at RT, then cooled to −30° C. and H2O (120 ml) is cautiously added. After letting the temperature rise to RT a 20% aq. HCl solution (100 ml) is added. The ether layer is collected, washed with H2O and dried over Na2SO4 and the solvent is eva... The reactants are BrC=1C(=CC2=C(C=3N(CCO2)C(=C(N3)C(=O)O)C(C3=C(N=CS3)C)O)C1)F (10-bromo-9-fluoro-3-[hydroxy-(4-methylthiazol-5-yl)methyl]-5,6-dihydroimidazo[1,2-d][1,4]benzoxazepine-2-carboxylic acid), [Cl-].[NH4+] (ammonium chloride). Yields the product BrC=1C(=CC2=C(C=3N(CCO2)C(=C(N3)C(=O)N)C(C3=C(N=CS3)C)O)C1)F ((±)-10-bromo-9-fluoro-3-[hydroxy-(4-methylthiazol-5-yl)methyl]-5,6-dihydroimidazo[1,2-d][1,4]benzoxazepine-2-carboxamide). The yield is 15.0%. Reaction SMILES: [Br:1][C:2]1[C:3]([F:27])=[CH:4][C:5]2[O:11][CH2:10][CH2:9][N:8]3[C:12]([CH:18]([OH:25])[C:19]4[S:23][CH:22]=[N:21][C:20]=4[CH3:24])=[C:13]([C:15](O)=[O:16])[N:14]=[C:7]3[C:6]=2[CH:26]=1.[Cl-].[NH4+:29]>>[Br:1][C:2]1[C:3]([F:27])=[CH:4][C:5]2[O:11][CH2:10][CH2:9][N:8]3[C:12]([CH:18]([OH:25])[C:19]4[S:23][CH:22]=[N:21][C:20]=4[CH3:24])=[C:13]([C:15]([NH2:29])=[O:16])[N:14]=[C:7]3[C:6]=2[CH:26]=1 |f:1.2|. Reported procedure: 10-bromo-9-fluoro-3-[hydroxy-(4-methylthiazol-5-yl)methyl]-5,6-dihydroimidazo[1,2-d][1,4]benzoxazepine-2-carboxylic acid was reacted with ammonium chloride and purified by flash chromatography to afford 30.4 mg (15% yield) of the title compound. The reactants are NC=1C=CC=C2C=CC=NC12 (8-aminoquinoline), C(C)(C)(C)C1=CC=C(C=C1)Br (4-tert-butyl bromobenzene), CC(C)([O-])C.[Na+] (sodium tert-butoxide). Run in C1(=CC=CC=C1)C (toluene). Product: C(C)(C)(C)C1=CC=C(C=C1)NC=1C=CC=C2CCCNC12 (N-(4-tert-butylphenyl)-1,2,3,4-tetrahydroquinolin-8-amine). Reaction SMILES: [NH2:1][C:2]1[CH:3]=[CH:4][CH:5]=[C:6]2[C:11]=1[N:10]=[CH:9][CH:8]=[CH:7]2.[C:12]([C:16]1[CH:21]=[CH:20][C:19](Br)=[CH:18][CH:17]=1)([CH3:15])([CH3:14])[CH3:13].CC(C)([O-])C.[Na+]>C1C=CC(/C=C/C(/C=C/C2C=CC=CC=2)=O)=CC=1.C1C=CC(/C=C/C(/C=C/C2C=CC=CC=2)=O)=CC=1.C1C=CC(/C=C/C(/C=C/C2C=CC=CC=2)=O)=CC=1.[Pd].[Pd].C1(P(C2C=CC=CC=2)C2C=CC3C(=CC=CC=3)C=2C2C3C(=CC=CC=3)C=CC=2P(C2C=CC=CC=2)C2C=CC=CC=2)C=CC=CC=1.C1(C)C=CC=CC=1>[C:12]([C:16]1[CH:21]=[CH:20][C:19]([NH:1][C:2]2[CH:3]=[CH:4][CH:5]=[C:6]3[C:11]=2[NH:10][CH2:9][CH2:8][CH2:7]3)=[CH:18][CH:17]=1)([CH3:15])([CH3:14])[CH3:13] |f:2.3,4.5.6.7.8|. Isolated yield 82.0%. The reagents and catalysts are C=1C=CC(=CC1)/C=C/C(=O)/C=C/C2=CC=CC=C2.C=1C=CC(=CC1)/C=C/C(=O)/C=C/C2=CC=CC=C2.C=1C=CC(=CC1)/C=C/C(=O)/C=C/C2=CC=CC=C2.[Pd].[Pd] (tris(dibenzylideneacetone)dipalladium), C1(=CC=CC=C1)P(C1=C(C2=CC=CC=C2C=C1)C1=C(C=CC2=CC=CC=C12)P(C1=CC=CC=C1)C1=CC=CC=C1)C1=CC=CC=C1 (rac-2,2′-bis(diphenylphosphino)-1,1′-binapthyl). Procedure details: To a flask equipped with a magnetic stirrer, reflux condenser, and nitrogen inlet was added 8-aminoquinoline (14.4 grams, 0.10 moles), 4-tert-butyl bromobenzene (21.3 grams, 0.10 moles), tris(dibenzylideneacetone)dipalladium (0) (1.8 grams, 0.002 moles), rac-2,2′-bis(diphenylphosphino)-1,1′-binapthyl (2.5 grams, 0.004 moles), sodium tert-butoxide (19.4 grams, 0.20 moles) and anhydrous toluene (150 mL). The contents of the flask were refluxed for four days; cooled to room temperature; and filtere... Reactants: ClC=1C=CC(=C(C1)C1=CC(N(C=C1OC)C(C(=O)NC1=CC=C(C(=O)OCC=C)C=C1)CC1(COC1)C)=O)C#N (allyl 4-({2-[4-(5-chloro-2-cyanophenyl)-5-methoxy-2-oxopyridin-1(2H)-yl]-3-(3-methyloxetan-3-yl)propanoyl}amino)benzoate), CNC1=CC=CC=C1 (N-methylaniline). The reagents and catalysts are C=1C=CC(=CC1)[P](C=2C=CC=CC2)(C=3C=CC=CC3)[Pd]([P](C=4C=CC=CC4)(C=5C=CC=CC5)C=6C=CC=CC6)([P](C=7C=CC=CC7)(C=8C=CC=CC8)C=9C=CC=CC9)[P](C=1C=CC=CC1)(C=1C=CC=CC1)C=1C=CC=CC1 (tetrakis(triphenylphosphine)palladium(0)). The solvent is O1CCCC1 (tetrahydrofuran). Reaction conditions: time 30 minute. The product is ClC=1C=CC(=C(C1)C1=CC(N(C=C1OC)C(C(=O)NC1=CC=C(C(=O)O)C=C1)CC1(COC1)C)=O)C#N (4-({2-[4-(5-Chloro-2-cyanophenyl)-5-methoxy-2-oxopyridin-1(2H)-yl]-3-(3-methyloxetan-3-yl)propanoyl}amino)benzoic acid). Reaction SMILES: [Cl:1][C:2]1[CH:3]=[CH:4][C:5]([C:39]#[N:40])=[C:6]([C:8]2[C:13]([O:14][CH3:15])=[CH:12][N:11]([CH:16]([CH2:32][C:33]3([CH3:37])[CH2:36][O:35][CH2:34]3)[C:17]([NH:19][C:20]3[CH:31]=[CH:30][C:23]([C:24]([O:26]CC=C)=[O:25])=[CH:22][CH:21]=3)=[O:18])[C:10](=[O:38])[CH:9]=2)[CH:7]=1.CNC1C=CC=CC=1>O1CCCC1.C1C=CC([P]([Pd]([P](C2C=CC=CC=2)(C2C=CC=CC=2)C2C=CC=CC=2)([P](C2C=CC=CC=2)(C2C=CC=CC=2)C2C=CC=CC=2)[P](C2C=CC=CC=2)(C2C=CC=CC=2)C2C=CC=CC=2)(C2C=CC=CC=2)C2C=CC=CC=2)=CC=1>[Cl:1][C:2]1[CH:3]=[CH:4][C:5]([C:39]#[N:40])=[C:6]([C:8]2[C:13]([O:14][CH3:15])=[CH:12][N:11]([CH:16]([CH2:32][C:33]3([CH3:37])[CH2:34][O:35][CH2:36]3)[C:17]([NH:19][C:20]3[CH:31]=[CH:30][C:23]([C:24]([OH:26])=[O:25])=[CH:22][CH:21]=3)=[O:18])[C:10](=[O:38])[CH:9]=2)[CH:7]=1 |^1:57,59,78,97|. Procedure details: 25 mg (44 μmol) of allyl 4-({2-[4-(5-chloro-2-cyanophenyl)-5-methoxy-2-oxopyridin-1(2H)-yl]-3-(3-methyloxetan-3-yl)propanoyl}amino)benzoate (racemate) and 48.2 μl (445 μmol) of N-methylaniline were initially charged in 1 ml of tetrahydrofuran, and the resulting solution was degassed. 5 mg (4 μmol) of tetrakis(triphenylphosphine)palladium(0) were then added, and the mixture was stirred at room temperature for another 30 min. The reaction solution was purified directly by preparative HPLC (neutral... Reactants: [Cl-].O[NH3+] (hydroxylammonium chloride), C(O)([O-])=O.[Na+] (sodium hydrogencarbonate), N,N′-carbonyldiimidazole, N12CCCCCC2=NCCC1 (1,8-diazabicyclo[5.4.0]undec-7-ene), C(C)C1=CC2=C(N(C(N(C2=O)CC(=O)C2=CC(=C(C=C2)OC)F)=O)CC2=C(C=C(C=C2)C=2C(=CC=CC2)C#N)F)S1 (4′-{[6-ethyl-3-[2-(3-fluoro-4-methoxyphenyl)-2-oxoethyl]-2,4-dioxo-3,4-dihydrothieno[2,3-d]pyrimidin-1(2H)-yl]methyl}-3′-fluorobiphenyl-2-carbonitrile). Run in C(Cl)(Cl)Cl (chloroform), CS(=O)C (dimethyl sulfoxide), C(Cl)Cl (methylene chloride), C(Cl)(Cl)Cl (chloroform). Run at temperature 40 celsius, time 30 minute. Yields the product C(C)C1=CC2=C(N(C(N(C2=O)CC(=O)C2=CC(=C(C=C2)OC)F)=O)CC2=C(C=C(C=C2)C2=C(C=CC=C2)C2=NOC(N2)=O)F)S1 (6-ethyl-3-[2-(3-fluoro-4-methoxyphenyl)-2-oxoethyl]-1-{[3-fluoro-2′-(5-oxo-4,5-dihydro-1,2,4-oxadiazol-3-yl)biphenyl-4-yl]methyl}thieno[2,3-d]pyrimidine-2,4(1H,3H)-dione). Yield: 51.0%. Reaction SMILES: [Cl-].O[NH3+].[C:4](=[O:7])([O-])[OH:5].[Na+].[CH2:9]([C:11]1[S:49][C:14]2[N:15]([CH2:33][C:34]3[CH:39]=[CH:38][C:37]([C:40]4[C:41]([C:46]#[N:47])=[CH:42][CH:43]=[CH:44][CH:45]=4)=[CH:36][C:35]=3[F:48])[C:16](=[O:32])[N:17]([CH2:20][C:21]([C:23]3[CH:28]=[CH:27][C:26]([O:29][CH3:30])=[C:25]([F:31])[CH:24]=3)=[O:22])[C:18](=[O:19])[C:13]=2[CH:12]=1)[CH3:10].[N:50]12CCCN=C1CCCCC2>C(Cl)(Cl)Cl.C(Cl)Cl.CS(C)=O>[CH2:9]([C:11]1[S:49][C:14]2[N:15]([CH2:33][C:34]3[CH:39]=[CH:38][C:37]([C:40]4[CH:45]=[CH:44][CH:43]=[CH:42][C:41]=4[C:46]4[NH:50][C:4](=[O:7])[O:5][N:47]=4)=[CH:36][C:35]=3[F:48])[C:16](=[O:32])[N:17]([CH2:20][C:21]([C:23]3[CH:28]=[CH:27][C:26]([O:29][CH3:30])=[C:25]([F:31])[CH:24]=3)=[O:22])[C:18](=[O:19])[C:13]=2[CH:12]=1)[CH3:10] |f:0.1,2.3|. Procedure: A mixture of hydroxylammonium chloride (1.31 g), sodium hydrogencarbonate (1.98 g) and dimethyl sulfoxide (20 mL) was stirred at 40° C. for 30 min, 4′-{[6-ethyl-3-[2-(3-fluoro-4-methoxyphenyl)-2-oxoethyl]-2,4-dioxo-3,4-dihydrothieno[2,3-d]pyrimidin-1(2H)-yl]methyl}-3′-fluorobiphenyl-2-carbonitrile (0.9 g) was added, and the mixture was stirred at 90° C. for 16 hr. The reaction mixture was diluted with chloroform, washed successively with water and saturated brine, and dried over anhydrous magnes... The reactants are FC(C(C)(C)F)C=1C=C(CC(C(=O)OCC)C(=O)C2=CC=C(C=C2)F)C=CC1 (ethyl 2-[3-(1,2-difluoro-2-methylpropyl)benzyl]-3-(4-fluorophenyl)-3-oxopropionate), Cl (hydrochloric acid). Reagents/catalysts: [BH4-].[Zn+2].[BH4-] (zinc borohydride). Solvent: C(C)OCC (diethyl ether). Reaction conditions: time 20 minute. Yields the product FC(C(C)(C)F)C=1C=C(CC(C(=O)OCC)C(O)C2=CC=C(C=C2)F)C=CC1 (ethyl (2RS,3RS)-2-[3-(1,2-difluoro-2-methylpropyl)benzyl]-3-(4-fluorophenyl)-3-hydroxypropionate). As a reaction SMILES: [F:1][CH:2]([C:7]1[CH:8]=[C:9]([CH:26]=[CH:27][CH:28]=1)[CH2:10][CH:11]([C:17]([C:19]1[CH:24]=[CH:23][C:22]([F:25])=[CH:21][CH:20]=1)=[O:18])[C:12]([O:14][CH2:15][CH3:16])=[O:13])[C:3]([F:6])([CH3:5])[CH3:4].Cl>C(OCC)C.[BH4-].[Zn+2].[BH4-]>[F:1][CH:2]([C:7]1[CH:8]=[C:9]([CH:26]=[CH:27][CH:28]=1)[CH2:10][CH:11]([CH:17]([C:19]1[CH:24]=[CH:23][C:22]([F:25])=[CH:21][CH:20]=1)[OH:18])[C:12]([O:14][CH2:15][CH3:16])=[O:13])[C:3]([F:6])([CH3:4])[CH3:5] |f:3.4.5|. Procedure: While stirring zinc chloride (2.37 g, 17.4 mmol) in diethyl ether (50 ml), sodium borohydride (1.32 g, 34.8 mmol) was added at room temperature, and the mixture was stirred as it was for 2 hrs. The insoluble material in the mixture was removed by filtration and washed with diethyl ether to give a solution of zinc borohydride in diethyl ether. A solution of ethyl 2-[3-(1,2-difluoro-2-methylpropyl)benzyl]-3-(4-fluorophenyl)-3-oxopropionate(3.412 g, 8.695 mmol) in diethyl ether (20 ml) was added to... Reactants: C(C)(C)(C)OC(C(C(C=1C(=NC=CC1)OC1=CC=C(C=C1)F)=O)CC1=C(C=CC=C1)Cl)=O (a-[(2-Chlorophenyl)methyl]-2-(4-fluorophenoxy)-β-oxo-3-pyridinepropanoic Acid t-Butyl Ester). Solvent: FC(C(=O)O)(F)F (trifluoroacetic acid). Product: ClC1=C(C=CC=C1)CCC(=O)C=1C(=NC=CC1)OC1=CC=C(C=C1)F (3-(2-Chlorophenyl)-1-[2-(4-fluorophenoxy)-3-pyridinyl]-1-propanone). The yield is 68.0%. As a reaction SMILES: C(OC(=O)[CH:7]([CH2:24][C:25]1[CH:30]=[CH:29][CH:28]=[CH:27][C:26]=1[Cl:31])[C:8](=[O:23])[C:9]1[C:10]([O:15][C:16]2[CH:21]=[CH:20][C:19]([F:22])=[CH:18][CH:17]=2)=[N:11][CH:12]=[CH:13][CH:14]=1)(C)(C)C>FC(F)(F)C(O)=O>[Cl:31][C:26]1[CH:27]=[CH:28][CH:29]=[CH:30][C:25]=1[CH2:24][CH2:7][C:8]([C:9]1[C:10]([O:15][C:16]2[CH:17]=[CH:18][C:19]([F:22])=[CH:20][CH:21]=2)=[N:11][CH:12]=[CH:13][CH:14]=1)=[O:23]. Procedure details: A solution of 226 mg (0.496 mmol) a-[(2-Chlorophenyl)methyl]-2-(4-fluorophenoxy)-β-oxo-3-pyridinepropanoic Acid t-Butyl Ester in 5 mL of trifluoroacetic acid was stirred at rt for 4 h. The mixture was evaporated, and the residue was diluted with 5 mL of toluene, heated to reflux for 2 h, and evaporated. The residue was dissolved in 100 mL of EtOAc, washed successively with saturated aqueous sodium hydrogencarbonate solution (1×50 mL) and brine (1×50 mL), dried (Na2SO4), and and evaporated to 125... Starting materials: CC(=O)NC(Cc1ccc(-c2ccccc2)cc1)C(=O)N1CCCC1C(=O)OCc1ccccc1, CO. The product is CC(=O)NC(Cc1ccc(-c2ccccc2)cc1)C(=O)N1CCCC1C(=O)O. Reaction SMILES: [CH2:1]([c:2]1[cH:3][cH:4][cH:5][cH:6][cH:7]1)[O:8][C:9](=[O:10])[CH:11]1[N:12]([C:16]([CH:17]([CH2:18][c:19]2[cH:20][cH:21][c:22](-[c:25]3[cH:26][cH:27][cH:28][cH:29][cH:30]3)[cH:23][cH:24]2)[NH:31][C:32]([CH3:33])=[O:34])=[O:35])[CH2:13][CH2:14][CH2:15]1.[CH3:36][OH:37]>>[O:8]=[C:9]([OH:10])[CH:11]1[N:12]([C:16]([CH:17]([CH2:18][c:19]2[cH:20][cH:21][c:22](-[c:25]3[cH:26][cH:27][cH:28][cH:29][cH:30]3)[cH:23][cH:24]2)[NH:31][C:32]([CH3:33])=[O:34])=[O:35])[CH2:13][CH2:14][CH2:15]1. The reactants are CC(=O)O, CC(C)O, CN(C)C(=O)Sc1c(Cl)cc([N+](=O)[O-])cc1Cl, [Fe], O. The product is CN(C)C(=O)Sc1c(Cl)cc(N)cc1Cl. Reaction SMILES: [CH3:19][C:20](=[O:21])[OH:22].[CH3:23][CH:24]([OH:25])[CH3:26].[Cl:1][c:2]1[c:3]([S:12][C:13]([N:14]([CH3:15])[CH3:16])=[O:17])[c:4]([Cl:11])[cH:5][c:6]([N+:8]([O-:9])=[O:10])[cH:7]1.[Fe:27].[OH2:18]>>[Cl:1][c:2]1[c:3]([S:12][C:13]([N:14]([CH3:15])[CH3:16])=[O:17])[c:4]([Cl:11])[cH:5][c:6]([NH2:8])[cH:7]1. Reactants: NC[C@H]1N(CCC[C@H]1C)C(=O)C1=NC(=CC=C1N1N=CC=N1)C (((2S,3R)-2-(aminomethyl)-3-methylpiperidin-1-yl)(6-methyl-3-(2H-1,2,3-triazol-2-yl)pyridin-2-yl)methanone), FC1=NC=C(C=C1)C(F)(F)F (2-fluoro-5-trifluoromethylpyridine). Yields the product C[C@H]1[C@H](N(CCC1)C(=O)C1=NC(=CC=C1N1N=CC=N1)C)CNC1=NC=C(C=C1)C(F)(F)F (((2S,3R)-3-Methyl-2-(((5-(trifluoromethyl)pyridin-2-yl)amino)methyl)piperidin-1-yl)(6-methyl-3-(2H-1,2,3-triazol-2-yl)pyridin-2-yl)methanone). RXN SMILES: [NH2:1][CH2:2][C@@H:3]1[C@H:8]([CH3:9])[CH2:7][CH2:6][CH2:5][N:4]1[C:10]([C:12]1[C:17]([N:18]2[N:22]=[CH:21][CH:20]=[N:19]2)=[CH:16][CH:15]=[C:14]([CH3:23])[N:13]=1)=[O:11].F[C:25]1[CH:30]=[CH:29][C:28]([C:31]([F:34])([F:33])[F:32])=[CH:27][N:26]=1>>[CH3:9][C@@H:8]1[CH2:7][CH2:6][CH2:5][N:4]([C:10]([C:12]2[C:17]([N:18]3[N:22]=[CH:21][CH:20]=[N:19]3)=[CH:16][CH:15]=[C:14]([CH3:23])[N:13]=2)=[O:11])[C@@H:3]1[CH2:2][NH:1][C:25]1[CH:30]=[CH:29][C:28]([C:31]([F:34])([F:33])[F:32])=[CH:27][N:26]=1. Procedure details: The title compound was prepared following the same general protocol as described for Example A1, using ((2S,3R)-2-(aminomethyl)-3-methylpiperidin-1-yl)(6-methyl-3-(2H-1,2,3-triazol-2-yl)pyridin-2-yl)methanone and 2-fluoro-5-trifluoromethylpyridine. ESI-MS (m/z): 460 [M+1]+.